This data is from the Open Reaction Database (ORD), a public repository of structured organic reaction records. The task is: describe an organic reaction: reactants, conditions, products, and yield Reactants: C(#C)C1=CC=C(C=C1)C=1C(=O)NC(C1)=O (4-ethynylphenyl maleimide), NC1=C(C=CC=C1)O (aminophenol), C1(\C=C/C(=O)O1)=O (maleic anhydride), C(C)(=O)OC(C)=O (acetic anhydride). Reagents/catalysts: C(C)(=O)[O-].[Ni+2].C(C)(=O)[O-] (nickel (II) acetate). The solvent is C(C)N(CC)CC (triethylamine), CC(=O)C (acetone). Product: OC1=CC=C(C=C1)C=1C(=O)NC(C1)=O (4-hydroxyphenyl maleimide). As a reaction SMILES: C([C:3]1[CH:8]=[CH:7][C:6]([C:9]2[C:10]([NH:12][C:13](=[O:15])[CH:14]=2)=[O:11])=[CH:5][CH:4]=1)#C.NC1C=CC=CC=1[OH:23].C1(=O)OC(=O)C=C1.C(OC(=O)C)(=O)C>C([O-])(=O)C.[Ni+2].C([O-])(=O)C.C(N(CC)CC)C.CC(C)=O>[OH:23][C:3]1[CH:8]=[CH:7][C:6]([C:9]2[C:10]([NH:12][C:13](=[O:15])[CH:14]=2)=[O:11])=[CH:5][CH:4]=1 |f:4.5.6|. Procedure: 4-hydroxyphenyl maleimide was prepared by the same procedure as for 4-ethynylphenyl maleimide with the following starting materials aminophenol (54.5 g, 0.50 mole), maleic anhydride (49.0 g, 0.50 mole), acetone (500 ml), triethylamine (11 ml), nickel (II) acetate (0.5 g, 43 mmol), and acetic anhydride (63.8 g, 0.625 mol). The reactants are CC(=O)O, Cl, [I-], [K+], O=N[O-], Nc1cc(CCc2ccccc2)ccc1C(=O)O, [Na+], O. Yields the product O=C(O)c1ccc(CCc2ccccc2)cc1I. Reaction SMILES: [CH3:27][C:28](=[O:29])[OH:30].[ClH:1].[I-:25].[K+:24].[N:20]([O-:21])=[O:22].[NH2:2][c:3]1[c:4]([C:5](=[O:6])[OH:7])[cH:8][cH:9][c:10]([CH2:12][CH2:13][c:14]2[cH:15][cH:16][cH:17][cH:18][cH:19]2)[cH:11]1.[Na+:23].[OH2:26]>>[c:3]1([I:25])[c:4]([C:5](=[O:6])[OH:7])[cH:8][cH:9][c:10]([CH2:12][CH2:13][c:14]2[cH:15][cH:16][cH:17][cH:18][cH:19]2)[cH:11]1. The reactants are CCSC1=NC(=O)C(=Cc2ccc3c(cnn3Cc3ccc(C(C)(C)O)cc3Cl)c2)S1, OCC1CNCCO1. Product: CC(C)(O)c1ccc(Cn2ncc3cc(C=C4SC(N5CCOC(CO)C5)=NC4=O)ccc32)c(Cl)c1. Reaction SMILES: [Cl:1][c:2]1[c:3]([CH2:4][n:5]2[n:6][cH:7][c:8]3[cH:9][c:10]([CH:14]=[C:15]4[C:16](=[O:23])[N:17]=[C:18]([S:20][CH2:21][CH3:22])[S:19]4)[cH:11][cH:12][c:13]23)[cH:24][cH:25][c:26]([C:28]([CH3:29])([CH3:30])[OH:31])[cH:27]1.[O:32]1[CH:33]([CH2:38][OH:39])[CH2:34][NH:35][CH2:36][CH2:37]1>>[Cl:1][c:2]1[c:3]([CH2:4][n:5]2[n:6][cH:7][c:8]3[cH:9][c:10]([CH:14]=[C:15]4[C:16](=[O:23])[N:17]=[C:18]([N:35]5[CH2:34][CH:33]([CH2:38][OH:39])[O:32][CH2:37][CH2:36]5)[S:19]4)[cH:11][cH:12][c:13]23)[cH:24][cH:25][c:26]([C:28]([CH3:29])([CH3:30])[OH:31])[cH:27]1.